Dataset: the Open Reaction Database (ORD), a public repository of structured organic reaction records. Task: describe an organic reaction: reactants, conditions, products, and yield Starting materials: CCO, CN, CC(O)CC=Cc1cncc(OC(C)C)c1, Cc1ccc(S(=O)(=O)O)cc1. Product: CNC(C)CC=Cc1cncc(OC(C)C)c1. As a reaction SMILES: [CH2:30]([OH:31])[CH3:32].[CH3:28][NH2:29].[CH:12]([CH3:13])([CH3:14])[O:15][c:16]1[cH:17][c:18]([CH:22]=[CH:23][CH2:24][CH:25]([CH3:26])[OH:27])[cH:19][n:20][cH:21]1.[c:1]1([CH3:2])[cH:3][cH:4][c:5]([S:6]([OH:7])(=[O:8])=[O:9])[cH:10][cH:11]1>>[CH:12]([CH3:13])([CH3:14])[O:15][c:16]1[cH:17][c:18]([CH:22]=[CH:23][CH2:24][CH:25]([CH3:26])[NH:29][CH3:28])[cH:19][n:20][cH:21]1. The reactants are ClCC(=O)N(C=1N=C(SC1C#N)N1CCOCC1)CC1=C(C(=CC=C1)Cl)C (2-chloro-N-[(3-chloro-2-methylphenyl)methyl]-N-[5-cyano-2-(4-morpholinyl)-1,3-thiazol-4-yl]acetamide), CNC (dimethyl amine), resultant mixture. Solvent: CN(C=O)C (N,N-Dimethylformamide), CCOC(=O)C (EtOAc). Run at temperature 120 celsius. The product is ClC=1C(=C(C=CC1)CN(C(CN(C)C)=O)C=1N=C(SC1C#N)N1CCOCC1)C (N1-[(3-chloro-2-methylphenyl)methyl]-N1-[5-cyano-2-(4-morpholinyl)-1,3-thiazol-4-yl]-N2,N2-dimethylglycinamide). Reaction SMILES: Cl[CH2:2][C:3]([N:5]([CH2:19][C:20]1[CH:25]=[CH:24][CH:23]=[C:22]([Cl:26])[C:21]=1[CH3:27])[C:6]1[N:7]=[C:8]([N:13]2[CH2:18][CH2:17][O:16][CH2:15][CH2:14]2)[S:9][C:10]=1[C:11]#[N:12])=[O:4].[CH3:28][NH:29][CH3:30]>CN(C)C=O.CCOC(C)=O>[Cl:26][C:22]1[C:21]([CH3:27])=[C:20]([CH2:19][N:5]([C:6]2[N:7]=[C:8]([N:13]3[CH2:18][CH2:17][O:16][CH2:15][CH2:14]3)[S:9][C:10]=2[C:11]#[N:12])[C:3](=[O:4])[CH2:2][N:29]([CH3:30])[CH3:28])[CH:25]=[CH:24][CH:23]=1. Reported procedure: To a solution of 2-chloro-N-[(3-chloro-2-methylphenyl)methyl]-N-[5-cyano-2-(4-morpholinyl)-1,3-thiazol-4-yl]acetamide (100 mg, 0.235 mmol) (prepared according to the procedures of example 111) in N,N-Dimethylformamide (DMF) (2 mL) was added dimethyl amine (0.588 mL, 1.176 mmol). The mixture was heated in a microwave reactor at 120° C. for 30 mins. The resultant mixture was diluted in EtOAc (100 mL) and washed with H2O (100 ml×2). The organic layer was concentrated to afford the crude product, wh... Reactants: C(C1=CC=CC=C1)N1C[C@H]2CCC(C[C@H]2CC1)(O)CC1=CC=CC=C1 (Cis-2, 6-Dibenzyl-6-hydroxydecahydroisoquinoline), Cl (hydrogen chloride). Run in C(C)O (ethanol), CCOCC (ether). Product: Cl.C(C1=CC=CC=C1)N1C[C@H]2CCC(C[C@H]2CC1)(O)CC1=CC=CC=C1 (Cis-2,6-Dibenzyl-6-hydroxy decahydroisoquinoline hydrochloride salt). Reaction SMILES: [CH2:1]([N:8]1[CH2:17][CH2:16][C@H:15]2[C@H:10]([CH2:11][CH2:12][C:13]([CH2:19][C:20]3[CH:25]=[CH:24][CH:23]=[CH:22][CH:21]=3)([OH:18])[CH2:14]2)[CH2:9]1)[C:2]1[CH:7]=[CH:6][CH:5]=[CH:4][CH:3]=1.[ClH:26]>C(O)C.CCOCC>[ClH:26].[CH2:1]([N:8]1[CH2:17][CH2:16][C@H:15]2[C@H:10]([CH2:11][CH2:12][C:13]([CH2:19][C:20]3[CH:25]=[CH:24][CH:23]=[CH:22][CH:21]=3)([OH:18])[CH2:14]2)[CH2:9]1)[C:2]1[CH:3]=[CH:4][CH:5]=[CH:6][CH:7]=1 |f:4.5|. Reported procedure: Cis-2, 6-Dibenzyl-6-hydroxydecahydroisoquinoline (Example 42, 300 mg) was dissolved in ethanol (10 mL). A saturated solution of hydrogen chloride in ether (3 mL) was added with stirring. The mixture was concentrated in vacuo. The residue was triturated with copious amounts of diethyl ether and filtered. Drying in vacuo at 60° C. afforded a white solid (240 mg): mp 232° C.; Anal. Calcd for C23H29NO.HCl: C, 74.27, H, 8.13, N, 3.77, C1, 9.53, Found: C, 74.10, H, 8.22, N, 3.38, Cl, 9.40. Starting materials: ClC1=C(C=CC=C1Cl)S (2,3-dichlorobenzenethiol), ClC1=NC=CC(=C1)[N+](=O)[O-] (2-chloro-4-nitropyridine), [H-].[Na+] (sodium hydride), oil. Product: ClC1=NC=CC(=C1)SC1=C(C(=CC=C1)Cl)Cl (2-chloro-4-(2,3-dichlorophenylthio)pyridine). Yield: 56.4%. As a reaction SMILES: [Cl:1][C:2]1[C:7]([Cl:8])=[CH:6][CH:5]=[CH:4][C:3]=1[SH:9].[H-].[Na+].[Cl:12][C:13]1[CH:18]=[C:17]([N+]([O-])=O)[CH:16]=[CH:15][N:14]=1>>[Cl:12][C:13]1[CH:18]=[C:17]([S:9][C:3]2[CH:4]=[CH:5][CH:6]=[C:7]([Cl:8])[C:2]=2[Cl:1])[CH:16]=[CH:15][N:14]=1 |f:1.2|. Procedure: Using the method of Example 3, Step A, 2,3-dichlorobenzenethiol (1.69 g, 9.46 mmol), 60% sodium hydride in mineral oil (378 mg, 9.46 mmol), and 2-chloro-4-nitropyridine (1.50 g, 9.46 mmol) were reacted to provide 2-chloro-4-(2,3-dichlorophenylthio)pyridine (1.55 g, 56% yield) as a white powder. 1H NMR (CDCl3) δ 8.19 (d, 1H), 7.61 (d, 1H), 7.54 (d, 1H), 7.29 (t, 1H), 6.95 (s, 1H), 6.87 (d, 1H). The reactants are BrC=1C=C2C(=CC1)OC=1C=NC(=CC1[C@@]21N=C(OCC1)N)Cl ((5)-7-bromo-3-chloro-5′,6′-dihydrospiro[chromeno[2,3-c]pyridine-5,4′-[1,3]oxazin]-2′-amine), FC1=NC=CC=C1B(O)O (2-fluoropyridin-3-ylboronic acid), O1CC(=CCC1)B1OC(C(O1)(C)C)(C)C (2-(5,6-dihydro-2H-pyran-3-yl)-4,4,5,5-tetramethyl-1,3,2-dioxaborolane). The product is O1CC(=CCC1)C1=CC2=C(C=N1)OC1=CC=C(C=C1[C@]21N=C(OCC1)N)C=1C(=NC=CC1)F ((S)-3-(5,6-dihydro-2H-pyran-3-yl)-7-(2-fluoropyridin-3-yl)-5′,6′-dihydrospiro[chromeno[2,3-c]pyridine-5,4′-[1,3]oxazin]-2′-amine). RXN SMILES: Br[C:2]1[CH:3]=[C:4]2[C@@:15]3([CH2:20][CH2:19][O:18][C:17]([NH2:21])=[N:16]3)[C:14]3[CH:13]=[C:12](Cl)[N:11]=[CH:10][C:9]=3[O:8][C:5]2=[CH:6][CH:7]=1.[F:23][C:24]1[C:29](B(O)O)=[CH:28][CH:27]=[CH:26][N:25]=1.[O:33]1[CH2:38][CH2:37][CH:36]=[C:35](B2OC(C)(C)C(C)(C)O2)[CH2:34]1>>[O:33]1[CH2:38][CH2:37][CH:36]=[C:35]([C:12]2[N:11]=[CH:10][C:9]3[O:8][C:5]4[C:4]([C@@:15]5([CH2:20][CH2:19][O:18][C:17]([NH2:21])=[N:16]5)[C:14]=3[CH:13]=2)=[CH:3][C:2]([C:29]2[C:24]([F:23])=[N:25][CH:26]=[CH:27][CH:28]=2)=[CH:7][CH:6]=4)[CH2:34]1. Reported procedure: The titled compound was synthesized by steps analogous to those described in method A1 above, but using intermediate 18B, 2-fluoropyridin-3-ylboronic acid and 2-(5,6-dihydro-2H-pyran-3-yl)-4,4,5,5-tetramethyl-1,3,2-dioxaborolane. The reactants are CC(=O)[O-], CC(=O)O, O=Cc1cn(C2CCCC2)c2cc(NC3CCCCC3)c(F)cc2c1=O, [Na+], O=C1C=[SH]C(=S)N1. Yields the product O=C1NC(=S)SC1=Cc1cn(C2CCCC2)c2cc(NC3CCCCC3)c(F)cc2c1=O. RXN SMILES: [CH3:35][C:36](=[O:37])[O-:38].[CH3:39][C:40](=[O:41])[OH:42].[CH:1]1([NH:7][c:8]2[c:9]([F:26])[cH:10][c:11]3[c:12](=[O:25])[c:13]([CH:23]=[O:24])[cH:14][n:15]([CH:18]4[CH2:19][CH2:20][CH2:21][CH2:22]4)[c:16]3[cH:17]2)[CH2:2][CH2:3][CH2:4][CH2:5][CH2:6]1.[Na+:34].[S:27]=[C:28]1[SH:29]=[CH:30][C:31](=[O:33])[NH:32]1>>[CH:1]1([NH:7][c:8]2[c:9]([F:26])[cH:10][c:11]3[c:12](=[O:25])[c:13]([CH:23]=[C:30]4[S:29][C:28](=[S:27])[NH:32][C:31]4=[O:33])[cH:14][n:15]([CH:18]4[CH2:19][CH2:20][CH2:21][CH2:22]4)[c:16]3[cH:17]2)[CH2:2][CH2:3][CH2:4][CH2:5][CH2:6]1. Starting materials: CO, [H][H], CCOC(=O)CC1=NS(=O)(=O)c2c(ccc(O)c2[N+](=O)[O-])N1. Yields the product CCOC(=O)CC1=NS(=O)(=O)c2c(ccc(O)c2N)N1. As a reaction SMILES: [CH3:25][OH:26].[H:23][H:24].[OH:1][c:2]1[c:3]([N+:20]([O-:21])=[O:22])[c:4]2[c:5]([cH:18][cH:19]1)[NH:6][C:7]([CH2:12][C:13](=[O:14])[O:15][CH2:16][CH3:17])=[N:8][S:9]2(=[O:10])=[O:11]>>[OH:1][c:2]1[c:3]([NH2:20])[c:4]2[c:5]([cH:18][cH:19]1)[NH:6][C:7]([CH2:12][C:13](=[O:14])[O:15][CH2:16][CH3:17])=[N:8][S:9]2(=[O:10])=[O:11]. The reactants are O=C1c2c(OCc3ccccc3)c(=O)c(-c3nccs3)cn2CCN1Cc1ccc(F)c(F)c1, O=C(O)C(F)(F)F. Yields the product O=C1c2c(O)c(=O)c(-c3nccs3)cn2CCN1Cc1ccc(F)c(F)c1. As a reaction SMILES: [CH2:1]([c:2]1[cH:3][cH:4][cH:5][cH:6][cH:7]1)[O:8][c:9]1[c:10](=[O:34])[c:11](-[c:29]2[s:30][cH:31][cH:32][n:33]2)[cH:12][n:13]2[c:14]1[C:15](=[O:28])[N:16]([CH2:19][c:20]1[cH:21][c:22]([F:27])[c:23]([F:26])[cH:24][cH:25]1)[CH2:17][CH2:18]2.[OH:35][C:36]([C:37]([F:38])([F:39])[F:40])=[O:41]>>[OH:8][c:9]1[c:10](=[O:34])[c:11](-[c:29]2[s:30][cH:31][cH:32][n:33]2)[cH:12][n:13]2[c:14]1[C:15](=[O:28])[N:16]([CH2:19][c:20]1[cH:21][c:22]([F:27])[c:23]([F:26])[cH:24][cH:25]1)[CH2:17][CH2:18]2. Reactants: ClC1=C2C(=C(C(=NC2=CC=C1OC1=CC=C(C=C1)Cl)C)C)O (5-chloro-6-(4-chlorophenoxy)-4-hydroxy-2,3-dimethyl-quinoline), polyphosphoric acid, ClC=1C=C(N)C=CC1OC1=CC=C(C=C1)Cl (3-chloro-4-(4-chlorophenoxy)-aniline), CC(C(=O)OCC)C(=O)C (ethyl 2-methylacetoacetate). Run in C(C)O (ethanol). Reaction conditions: temperature 150 celsius. Yields the product mixture, ClC1=C(C=C2C(=C(C(=NC2=C1)C)C)O)OC1=CC=C(C=C1)Cl (7-chloro-6-(4-chlorophenoxy)-4-hydroxy-2,3-dimethyl-quinoline). The yield is 93.0%. As a reaction SMILES: [Cl:1][C:2]1[CH:3]=[C:4]([CH:6]=[CH:7][C:8]=1[O:9][C:10]1[CH:15]=[CH:14][C:13]([Cl:16])=[CH:12][CH:11]=1)[NH2:5].[CH3:17][CH:18]([C:24]([CH3:26])=O)[C:19](OCC)=[O:20].ClC1C(OC2C=CC(Cl)=CC=2)=CC=C2C=1C(O)=C(C)C(C)=N2>C(O)C>[Cl:1][C:2]1[CH:3]=[C:4]2[C:6]([C:19]([OH:20])=[C:18]([CH3:17])[C:24]([CH3:26])=[N:5]2)=[CH:7][C:8]=1[O:9][C:10]1[CH:15]=[CH:14][C:13]([Cl:16])=[CH:12][CH:11]=1. Reported procedure: A mixture composed of 2.2 g of 3-chloro-4-(4-chlorophenoxy)-aniline, 2.63 g of ethyl 2-methylacetoacetate, and 0.5 mL of ethanol was added dropwise to 3.8 g of polyphosphoric acid heated to 150° C. The mixed solution was stirred at 150 to 160° C. while removing ethanol by evaporation for 3 hr. The reaction solution was poured into 175 mL of iced water containing 2 mL of concentrated hydrochloric acid to produce crystals. The crystals were collected by filtration and were recrystallized from wate... Starting materials: ClC1=C(C=C(C=C1)CCC(=O)OCC)[C@@H](COS(=O)(=O)C1=CC=C(C=C1)C)O (ethyl 3-[4-chloro-3-((1S)-1-hydroxy-2-{[(4-methylphenyl) sulfonyl]oxy}ethyl)phenyl]propanoate), C([O-])([O-])=O.[K+].[K+] (potassium carbonate). Run in C(C)O (ethanol). Reaction conditions: time 3 day. The product is ClC1=C(C=C(C=C1)CCC(=O)OCC)[C@@H]1OC1 (Ethyl 3-{4-chloro-3-[(2S)-oxiran-2-yl]phenyl}propanoate). The yield is 77.6%. Reaction SMILES: [Cl:1][C:2]1[CH:7]=[CH:6][C:5]([CH2:8][CH2:9][C:10]([O:12][CH2:13][CH3:14])=[O:11])=[CH:4][C:3]=1[C@H:15]([OH:28])[CH2:16]OS(C1C=CC(C)=CC=1)(=O)=O.C(=O)([O-])[O-].[K+].[K+]>C(O)C>[Cl:1][C:2]1[CH:7]=[CH:6][C:5]([CH2:8][CH2:9][C:10]([O:12][CH2:13][CH3:14])=[O:11])=[CH:4][C:3]=1[C@H:15]1[CH2:16][O:28]1 |f:1.2.3|. Procedure details: To a solution of ethyl 3-[4-chloro-3-((1S)-1-hydroxy-2-{[(4-methylphenyl) sulfonyl]oxy}ethyl)phenyl]propanoate (1.77 g, 4.1 mmol) in absolute ethanol (12 mL) was added potassium carbonate (0.63 g, 4.6 mmol) and the reaction was stirred at rt for 3 days. The reaction was concentrated and diluted with water and extracted with EtOAc (2×). The combined organic layers were washed with H2O, brine, dried (Na2SO4), and concentrated to afford 810 mg of product as a white solid (78%). The product was pure...